This data is from the Open Reaction Database (ORD), a public repository of structured organic reaction records. The task is: describe an organic reaction: reactants, conditions, products, and yield Starting materials: C(C#C)OC1OCCCC1 (tetrahydro-2-(2-propinyloxy)-2H-pyran), ClC(=O)OCC1=CC=C(C=C1)[N+](=O)[O-] (4-nitrobenzyl chloroformate), magnesium salts, solution, C(C)[Mg]Br (ethyl-magnesium bromide). The solvent is O1CCCC1 (tetrahydrofuran), CCOCC (ether). Conditions: time 1.5 hour. The product is OCC#CC(=O)OCC1=CC=C(C=C1)[N+](=O)[O-] (4-nitrobenzyl 4-hydroxy-2-butinoate). Isolated yield 37.9%. As a reaction SMILES: [CH2:1]([O:4]C1CCCCO1)[C:2]#[CH:3].C([Mg]Br)C.Cl[C:16]([O:18][CH2:19][C:20]1[CH:25]=[CH:24][C:23]([N+:26]([O-:28])=[O:27])=[CH:22][CH:21]=1)=[O:17]>CCOCC.O1CCCC1>[OH:4][CH2:1][C:2]#[C:3][C:16]([O:18][CH2:19][C:20]1[CH:25]=[CH:24][C:23]([N+:26]([O-:28])=[O:27])=[CH:22][CH:21]=1)=[O:17]. Reported procedure: A solution of 3.3 ml (23.2 mmols) of tetrahydro-2-(2-propinyloxy)-2H-pyran [R. A. Earl et al., Organic Syntheses 60, 81 (1981)] in 23 ml of anhydrous tetrahdrofuran was added dropwise to 7.8 ml (23.2 mmols) of a 3 molar solution of ethyl-magnesium bromide in ether at room temperature in the course of 30 minutes. The mixture was then subsequently stirred at room temperature for 1.5 hours. This solution was added dropwise to a well-stirred solution, cooled to -20° C., of 5.0 g (23.2 mmol) of 4-nit... Starting materials: Cc1ccccc1, [Cl-], CCN(CC)CCOc1ccc(N)cc1Cl, O=C(O)C#Cc1ccc(Cl)cc1Cl. The product is CCN(CC)CCOc1ccc(NC(=O)C#Cc2ccc(Cl)cc2Cl)cc1Cl. As a reaction SMILES: [CH3:31][c:32]1[cH:33][cH:34][cH:35][cH:36][cH:37]1.[Cl-:1].[Cl:15][c:16]1[c:17]([O:18][CH2:19][CH2:20][N:21]([CH2:22][CH3:23])[CH2:24][CH3:25])[cH:26][cH:27][c:28]([NH2:30])[cH:29]1.[Cl:2][c:3]1[c:4]([C:10]#[C:11][C:12](=[O:13])[OH:14])[cH:5][cH:6][c:7]([Cl:9])[cH:8]1>>[Cl:2][c:3]1[c:4]([C:10]#[C:11][C:12](=[O:14])[NH:30][c:28]2[cH:27][cH:26][c:17]([O:18][CH2:19][CH2:20][N:21]([CH2:22][CH3:23])[CH2:24][CH3:25])[c:16]([Cl:15])[cH:29]2)[cH:5][cH:6][c:7]([Cl:9])[cH:8]1.